From a dataset of the Open Reaction Database (ORD), a public repository of structured organic reaction records. describe an organic reaction: reactants, conditions, products, and yield Reactants: CC(CCC1=C(OCC2OC2)C=CC=C1)CC1=CC=CC=C1 (2-[2-(3-methyl-4-phenylbutyl)phenoxymethyl]oxirane), CNC (dimethylamine). Solvent: O1CCCC1 (tetrahydrofuran). Product: CN(CC(COC1=C(C=CC=C1)CCC(CC1=CC=CC=C1)C)O)C (3-Dimethylamino-1-[2-(3-methyl-4-phenylbutyl)phenoxy]-2-propanol). Isolated yield 86.0%. As a reaction SMILES: [CH3:1][CH:2]([CH2:16][C:17]1[CH:22]=[CH:21][CH:20]=[CH:19][CH:18]=1)[CH2:3][CH2:4][C:5]1[CH:15]=[CH:14][CH:13]=[CH:12][C:6]=1[O:7][CH2:8][CH:9]1[CH2:11][O:10]1.[CH3:23][NH:24][CH3:25]>O1CCCC1>[CH3:23][N:24]([CH3:25])[CH2:11][CH:9]([OH:10])[CH2:8][O:7][C:6]1[CH:12]=[CH:13][CH:14]=[CH:15][C:5]=1[CH2:4][CH2:3][CH:2]([CH3:1])[CH2:16][C:17]1[CH:22]=[CH:21][CH:20]=[CH:19][CH:18]=1. Procedure details: Following a procedure similar to that described in Example 1(b), 1.0 g of 2-[2-(3-methyl-4-phenylbutyl)phenoxymethyl]oxirane [prepared as described in step (a) above] dissolved in 20 ml of tetrahydrofuran was treated with 4 ml of 50% by volume aqueous dimethylamine. The crude product was purified as described in Example 1(b), to give 0.99 g (yield 86%) of the title compound as a colorless oil. Reactants: C(C)(C)(C)OC(=O)N1C[C@H](CCC1)CC(=O)O ((R)-2-(1-(tert-butoxycarbonyl)piperidin-3-yl)acetic acid), C(C)O (ethanol). Conditions: time 1 hour. Product: N1C[C@H](CCC1)CC(=O)OCC ((R)-ethyl 2-(piperidin-3-yl)acetate). As a reaction SMILES: C(OC([N:8]1[CH2:13][CH2:12][CH2:11][C@H:10]([CH2:14][C:15]([OH:17])=[O:16])[CH2:9]1)=O)(C)(C)C.[CH2:18](O)[CH3:19]>>[NH:8]1[CH2:13][CH2:12][CH2:11][C@H:10]([CH2:14][C:15]([O:17][CH2:18][CH3:19])=[O:16])[CH2:9]1. Procedure details: To a mixture of (R)-2-(1-(tert-butoxycarbonyl)piperidin-3-yl)acetic acid (6 g, 24.66 mmol) in ethanol (20 mL) was bubbled HCl (g) for 10 minutes. The reaction mixture was stirred for 1 hr and then HCl was bubbled through the mixture for 5 minutes. After 1 hour, solvents were removed from the mixture in vacuo. The reaction mixture was diluted with ethyl acetate and washed with saturated NaHCO3. The aqueous layer was backextracted 2 times with 10% IPA/chloroform. The organic layers were combined, ... Starting materials: peptide, N(CC(=O)N[C@@H](COC(C)(C)C)C(=O)N[C@@H](COC(C1=CC=CC=C1)(C1=CC=CC=C1)C1=CC=CC=C1)C(=O)N[C@@H](CC1=CC=CC=C1)C(=O)N[C@@H](CC(C)C)C(=O)N[C@@H](COC(C)(C)C)C(=O)N1[C@H](C(=O)N[C@@H](CCC(OC(C)(C)C)=O)C(=O)N[C@@H](CC2=CN(C=N2)C(=O)OC(C)(C)C)C(=O)N[C@@H](CCC(NC(C2=CC=CC=C2)(C2=CC=CC=C2)C2=CC=CC=C2)=O)C(=O)N[C@@H](CCCNC(NS(=O)(=O)C2=C(C)C=3CCC(C)(C)OC3C(C)=C2C)=N)C(=O)N[C@@H](C(C)C)C(=O)N[C@@H](CCC(NC(C2=CC=CC=C2)(C2=CC=CC=C2)C2=CC=CC=C2)=O)C(=O)N[C@@H](CCC(NC(C2=CC=CC=C2)(C2=CC=CC=C2)C2=CC=CC=C2)=O)C(=O)N[C@@H](CCCNC(NS(=O)(=O)C2=C(C)C=3CCC(C)(C)OC3C(C)=C2C)=N)C(=O)N[C@@H](CCCCNC(=O)OC(C)(C)C)C(=O)N[C@@H](CCC(OC(C)(C)C)=O)C(=O)N[C@@H](COC(C)(C)C)C(=O)N[C@@H](CCCCNC(=O)OC(C)(C)C)C(=O)N[C@@H](CCCCNC(=O)OC(C)(C)C)C(=O)N2[C@H](C(=O)N3[C@H](C(=O)N[C@@H](C)C(=O)N[C@@H](CCCCNC(=O)OC(C)(C)C)C(=O)N[C@@H](CC(C)C)C(=O)N[C@@H](CCC(NC(C4=CC=CC=C4)(C4=CC=CC=C4)C4=CC=CC=C4)=O)C(=O)N4[C@H](C(=O)N[C@@H](CCCNC(NS(=O)(=O)C5=C(C)C=6CCC(C)(C)OC6C(C)=C5C)=N)C(=O)O)CCC4)CCC3)CCC2)CCC1)C(=O)OC(C)(C)C (Boc-Gly-Ser(tBu)-Ser(Trt)-Phe-Leu-Ser(tBu)-Pro-Glu(OtBu)-His(Boc)-Gln(Trt)-Arg(Pmc)-Val-Gln(Trt)-Gln(Trt)-Arg(Pmc)-Lys(Boc)-Glu(OtBu)-Ser(tBu)-Lys(Boc)-Lys(Boc)-Pro-Pro-Ala-Lys(Boc)-Leu-Gln(Trt)-Pro-Arg(Pmc)), N([C@@H](CCCNC(NS(=O)(=O)C1=C(C)C=2CCC(C)(C)OC2C(C)=C1C)=N)C(=O)O)C(=O)OCC1C2=CC=CC=C2C2=CC=CC=C12 (Fmoc-Arg(Pmc)). Yields the product C(=O)(OC(C)(C)C)NCC(=O)O (Boc-glycine). As a reaction SMILES: [NH:1]([C:434]([O:436][C:437]([CH3:440])([CH3:439])[CH3:438])=[O:435])[CH2:2][C:3](N[C@H](C(N[C@H](C(N[C@H](C(N[C@H](C(N[C@H](C(N1CCC[C@H]1C(N[C@H](C(N[C@H](C(N[C@H](C(N[C@H](C(N[C@H](C(N[C@H](C(N[C@H](C(N[C@H](C(N[C@H](C(N[C@H](C(N[C@H](C(N[C@H](C(N[C@H](C(N1CCC[C@H]1C(N1CCC[C@H]1C(N[C@H](C(N[C@H](C(N[C@H](C(N[C@H](C(N1CCC[C@H]1C(N[C@H](C(O)=O)CCCNC(=N)NS(C1C(C)=C(C)C2OC(C)(C)CCC=2C=1C)(=O)=O)=O)=O)CCC(=O)NC(C1C=CC=CC=1)(C1C=CC=CC=1)C1C=CC=CC=1)=O)CC(C)C)=O)CCCCNC(OC(C)(C)C)=O)=O)C)=O)=O)=O)CCCCNC(OC(C)(C)C)=O)=O)CCCCNC(OC(C)(C)C)=O)=O)COC(C)(C)C)=O)CCC(=O)OC(C)(C)C)=O)CCCCNC(OC(C)(C)C)=O)=O)CCCNC(=N)NS(C1C(C)=C(C)C2OC(C)(C)CCC=2C=1C)(=O)=O)=O)CCC(=O)NC(C1C=CC=CC=1)(C1C=CC=CC=1)C1C=CC=CC=1)=O)CCC(=O)NC(C1C=CC=CC=1)(C1C=CC=CC=1)C1C=CC=CC=1)=O)C(C)C)=O)CCCNC(=N)NS(C1C(C)=C(C)C2OC(C)(C)CCC=2C=1C)(=O)=O)=O)CCC(=O)NC(C1C=CC=CC=1)(C1C=CC=CC=1)C1C=CC=CC=1)=O)CC1N=CN(C(OC(C)(C)C)=O)C=1)=O)CCC(=O)OC(C)(C)C)=O)=O)COC(C)(C)C)=O)CC(C)C)=O)CC1C=CC=CC=1)=O)COC(C1C=CC=CC=1)(C1C=CC=CC=1)C1C=CC=CC=1)=O)COC(C)(C)C)=[O:4].N(C(OCC1C2C(=CC=CC=2)C2C1=CC=CC=2)=O)[C@H](C(O)=O)CCCNC(=N)NS(C1C(C)=C(C)C2OC(C)(C)CCC=2C=1C)(=O)=[O:450]>>[C:434]([NH:1][CH2:2][C:3]([OH:4])=[O:450])([O:436][C:437]([CH3:440])([CH3:439])[CH3:438])=[O:435]. Reported procedure: Using the Automatic peptide synthesizer, Boc-Gly-Ser(tBu)-Ser(Trt)-Phe-Leu-Ser(tBu)-Pro-Glu(OtBu)-His(Boc)-Gln(Trt)-Arg(Pmc)-Val-Gln(Trt)-Gln(Trt)-Arg(Pmc)-Lys(Boc)-Glu(OtBu)-Ser(tBu)-Lys(Boc)-Lys(Boc)-Pro-Pro-Ala-Lys(Boc)-Leu-Gln(Trt)-Pro-Arg(Pmc)-HMP resin was synthesized from Fmoc-Arg(Pmc)-HMP-resin (Applied Biosystems Japan; 472 mg, 0.25 mmol) by repeated deletion of Fmoc and insertion of Fmoc-amino acid (provide that, Boc-glycine was used in the case of glycine N-terminal) by HBTU/HOBt. The...